Dataset: the Open Reaction Database (ORD), a public repository of structured organic reaction records. Task: describe an organic reaction: reactants, conditions, products, and yield Reported procedure: was prepared from (2-{[7-(2-Piperidin-1-yl-ethoxy)-benzofuran-2-carbonyl]-amino}-phenyl)-carbamic acid tert-butyl ester (22) in an analogous manner to that described for the preparation of (1) example 1, step 5; white solid; exact MW [M+H] calc'd: 380.20; MW found [M+H]: 380.2. Product: NC1=C(C=CC=C1)NC(=O)C=1OC2=C(C1)C=CC=C2OCCN2CCCCC2 (7-(2-Piperidin-1-yl-ethoxy)-benzofuran-2-carboxylic acid (2-amino-phenyl)-amide). Reactants: C(C)(C)(C)OC(NC1=C(C=CC=C1)NC(=O)C=1OC2=C(C1)C=CC=C2OCCN2CCCCC2)=O ((2-{[7-(2-Piperidin-1-yl-ethoxy)-benzofuran-2-carbonyl]-amino}-phenyl)-carbamic acid tert-butyl ester), NC1=C(C=CC=C1)NC(=O)C1=CC2=C(S1)C=CC(=C2)OCCN(C)C (5-(2-Dimethylamino-ethoxy)-benzo[b]thiophene-2-carboxylic acid (2-amino-phenyl)-amide). RXN SMILES: C(OC(=O)[NH:7][C:8]1[CH:13]=[CH:12][CH:11]=[CH:10][C:9]=1[NH:14][C:15]([C:17]1[O:18][C:19]2[C:25]([O:26][CH2:27][CH2:28][N:29]3[CH2:34][CH2:33][CH2:32][CH2:31][CH2:30]3)=[CH:24][CH:23]=[CH:22][C:20]=2[CH:21]=1)=[O:16])(C)(C)C.NC1C=CC=CC=1NC(C1SC2C=CC(OCCN(C)C)=CC=2C=1)=O>>[NH2:7][C:8]1[CH:13]=[CH:12][CH:11]=[CH:10][C:9]=1[NH:14][C:15]([C:17]1[O:18][C:19]2[C:25]([O:26][CH2:27][CH2:28][N:29]3[CH2:30][CH2:31][CH2:32][CH2:33][CH2:34]3)=[CH:24][CH:23]=[CH:22][C:20]=2[CH:21]=1)=[O:16]. The reactants are O=C1c2cccc3c([N+](=O)[O-])ccc(c23)C(=O)N1C1CCN(Cc2ccccc2)CC1, ClCCl, CC(=O)O, [Cl-], Cl, [Na+], [OH-]. The product is Nc1ccc2c3c(cccc13)C(=O)N(C1CCN(Cc3ccccc3)CC1)C2=O. RXN SMILES: [CH2:2]([c:3]1[cH:4][cH:5][cH:6][cH:7][cH:8]1)[N:9]1[CH2:10][CH2:11][CH:12]([N:15]2[C:16](=[O:32])[c:17]3[cH:18][cH:19][cH:20][c:21]4[c:22]3[c:23]([cH:26][cH:27][c:28]4[N+:29]([O-:30])=[O:31])[C:24]2=[O:25])[CH2:13][CH2:14]1.[CH2:40]([Cl:41])[Cl:42].[CH3:36][C:37](=[O:38])[OH:39].[Cl-:1].[ClH:33].[Na+:35].[OH-:34]>>[CH2:2]([c:3]1[cH:4][cH:5][cH:6][cH:7][cH:8]1)[N:9]1[CH2:10][CH2:11][CH:12]([N:15]2[C:16](=[O:32])[c:17]3[cH:18][cH:19][cH:20][c:21]4[c:22]3[c:23]([cH:26][cH:27][c:28]4[NH2:29])[C:24]2=[O:25])[CH2:13][CH2:14]1. The reactants are CC(=O)Cl, COc1ccc(CO)c(C)c1, ClCCl. Yields the product COc1ccc(COC(C)=O)c(C)c1. RXN SMILES: [CH3:12][C:13]([Cl:14])=[O:15].[CH3:1][O:2][c:3]1[cH:4][c:5]([CH3:11])[c:6]([CH2:7][OH:8])[cH:9][cH:10]1.[Cl:16][CH2:17][Cl:18]>>[CH3:1][O:2][c:3]1[cH:4][c:5]([CH3:11])[c:6]([CH2:7][O:8][C:13]([CH3:12])=[O:15])[cH:9][cH:10]1. Reactants: ClC(C(=O)C1=CC=C2CN(C3=C(CN21)C=CC=C3)C(=O)C3=CC(=C(C=C3)C3=C(C=CC=C3)C)C)(Cl)Cl (2,2,2-Trichloro-1-{10-[(2,2′-dimethyl-1,1′-biphenyl-4-yl)carbonyl]-10,11-dihydro-5H-pyrrolo[2,1-c][1,4]benzodiazepin-3-yl}ethanone), CS(=O)C (dimethyl sulfoxide), NCC=1C=NC=CC1 (3-(aminomethyl)pyridine), C(C)OCC (diethyl ether). Solvent: C(C)#N (acetonitrile). The product is CC1=C(C=CC(=C1)C(=O)N1CC=2N(CC3=C1C=CC=C3)C(=CC2)C(=O)NCC=2C=NC=CC2)C2=C(C=CC=C2)C (10-[(2,2′-Dimethyl-1,1′-biphenyl-4-yl)carbonyl]-N-(pyridin-3-ylmethyl)-10,11-dihydro-5H-pyrrolo[2,1-c][1,4]benzodiazepine-3-carboxamide). The yield is 74.7%. RXN SMILES: ClC(Cl)(Cl)[C:3]([C:5]1[N:14]2[C:8]([CH2:9][N:10]([C:19]([C:21]3[CH:26]=[CH:25][C:24]([C:27]4[CH:32]=[CH:31][CH:30]=[CH:29][C:28]=4[CH3:33])=[C:23]([CH3:34])[CH:22]=3)=[O:20])[C:11]3[CH:18]=[CH:17][CH:16]=[CH:15][C:12]=3[CH2:13]2)=[CH:7][CH:6]=1)=[O:4].CS(C)=O.[NH2:41][CH2:42][C:43]1[CH:44]=[N:45][CH:46]=[CH:47][CH:48]=1.C(OCC)C>C(#N)C>[CH3:34][C:23]1[CH:22]=[C:21]([C:19]([N:10]2[C:11]3[CH:18]=[CH:17][CH:16]=[CH:15][C:12]=3[CH2:13][N:14]3[C:5]([C:3]([NH:41][CH2:42][C:43]4[CH:44]=[N:45][CH:46]=[CH:47][CH:48]=4)=[O:4])=[CH:6][CH:7]=[C:8]3[CH2:9]2)=[O:20])[CH:26]=[CH:25][C:24]=1[C:27]1[CH:32]=[CH:31][CH:30]=[CH:29][C:28]=1[CH3:33]. Procedure details: To a solution of 2,2,2-trichloro-1-{10-[(2,2′-dimethyl-1,1′-biphenyl-4-yl)carbonyl]-10,11-dihydro-5H-pyrrolo[2,1-c][1,4]benzodiazepin-3-yl}ethanone of Step D (8.0 g, 15 mmol) and dimethyl sulfoxide (5.3 mL, 75 mmol) in dry acetonitrile (90 mL) at room temperature under nitrogen was added 3-(aminomethyl)pyridine (3.1 mL, 30 mmol) and the reaction mixture was heated to reflux for 48 hours. The cooled mixture was concentrated in vacuo, the oily residue redissolved in ethyl acetate (400 mL), washed ... As a reaction SMILES: C(OC([N:8]1[CH2:13][CH2:12][CH:11]([C:14]2[CH:19]=[CH:18][CH:17]=[C:16]([F:20])[C:15]=2[Cl:21])[CH2:10][CH2:9]1)=O)(C)(C)C.Cl>C(Cl)Cl.CCOCC>[ClH:21].[Cl:21][C:15]1[C:16]([F:20])=[CH:17][CH:18]=[CH:19][C:14]=1[CH:11]1[CH2:12][CH2:13][NH:8][CH2:9][CH2:10]1 |f:4.5|. Solvent: CCOCC (Et2O), C(Cl)Cl (CH2Cl2). Procedure: To a solution of tert-butyl 4-(2-chloro-3-fluorophenyl) piperidine-1-carboxylate (13, 0.520 g, 1.66 mmol) in CH2Cl2 (10 mL) under an atmosphere of N2 was added HCl (2 N in Et2O, 10 mL) solution was stirred at ambient temperature for 18 h. The reaction mixture was diluted with Et2O (20 mL). The resulting precipitate was collected by filtration and washed with Et2O to provide 4-(2-chloro-3-fluorophenyl)piperidine hydrochloride (14) as a white solid (309 mg, 74%): 1H NMR (300 MHz, DMSO-d6) δ 8.81-8... The product is Cl.ClC1=C(C=CC=C1F)C1CCNCC1 (4-(2-Chloro-3-fluorophenyl)piperidine Hydrochloride). Reaction conditions: time 18 hour. The yield is 148.8%. Reactants: C(C)(C)(C)OC(=O)N1CCC(CC1)C1=C(C(=CC=C1)F)Cl (tert-butyl-4-(2-chloro-3-fluorophenyl)piperidine-1 carboxylate), Cl (HCl). Solvent: CO (methanol). Yields the product COC1=C(C=C(C=C1)C=1N=C(SC1)C)C(=O)C1=CC(=C(C(=C1)OC)OC)OC ((2-methoxy-5-(methylthiazol-4-yl)phenyl)(3,4,5-trimethoxyphenyl)methanone). The reactants are FC1=C(C=C(C=C1)C=1N=C(SC1)C)C(=O)C1=CC(=C(C(=C1)OC)OC)OC ((2-Fluoro-5-(2-methylthiazol-4-yl)phenyl)(3,4,5-trimethoxyphenyl)methanone), Compound 596, C[O-].[Na+] (NaOMe). Reaction SMILES: F[C:2]1[CH:7]=[CH:6][C:5]([C:8]2[N:9]=[C:10]([CH3:13])[S:11][CH:12]=2)=[CH:4][C:3]=1[C:14]([C:16]1[CH:21]=[C:20]([O:22][CH3:23])[C:19]([O:24][CH3:25])=[C:18]([O:26][CH3:27])[CH:17]=1)=[O:15].[CH3:28][O-:29].[Na+]>CO>[CH3:28][O:29][C:2]1[CH:7]=[CH:6][C:5]([C:8]2[N:9]=[C:10]([CH3:13])[S:11][CH:12]=2)=[CH:4][C:3]=1[C:14]([C:16]1[CH:21]=[C:20]([O:22][CH3:23])[C:19]([O:24][CH3:25])=[C:18]([O:26][CH3:27])[CH:17]=1)=[O:15] |f:1.2|. Procedure: (2-Fluoro-5-(2-methylthiazol-4-yl)phenyl)(3,4,5-trimethoxyphenyl)methanone (50 mg, 0.13 mmol) as a synthetic intermediate of Compound 596 was dissolved in NaOMe (2 ml) and methanol (5 ml). The solution was heat refluxed for 3 hours. After completion of the reaction, the reaction solution was extracted with water and dichloromethane, and the organic layer was vacuum concentrated. Reactants: [N+](=O)([O-])C1=C(N)C=CC(=C1)OC(F)(F)F (2-nitro4-trifluoromethoxyaniline), N1=C(C=CC=C1)N1C(=NC2=C1C=CC(=C2)C(F)(F)F)\C=C\C2=CC=CC=C2 ((E)-1-(2-Pyridyl)-2-styryl-5-trifluoromethyl-1H-benzimidazole). The product is N1=C(C=CC=C1)N1C(=NC2=C1C=CC(=C2)OC(F)(F)F)\C=C\C2=CC=CC=C2 ((E)-1-(2-Pyridyl)-2-styryl-5-trifluoromethoxy-1H-benzimidazole). As a reaction SMILES: [N+](C1C=C([O:11][C:12]([F:15])([F:14])[F:13])C=CC=1N)([O-])=O.[N:16]1[CH:21]=[CH:20][CH:19]=[CH:18][C:17]=1[N:22]1[C:26]2[CH:27]=[CH:28][C:29](C(F)(F)F)=[CH:30][C:25]=2[N:24]=[C:23]1/[CH:35]=[CH:36]/[C:37]1[CH:42]=[CH:41][CH:40]=[CH:39][CH:38]=1>>[N:16]1[CH:21]=[CH:20][CH:19]=[CH:18][C:17]=1[N:22]1[C:26]2[CH:27]=[CH:28][C:29]([O:11][C:12]([F:15])([F:14])[F:13])=[CH:30][C:25]=2[N:24]=[C:23]1/[CH:35]=[CH:36]/[C:37]1[CH:42]=[CH:41][CH:40]=[CH:39][CH:38]=1. Procedure: The titled compound was prepared from 2-nitro4-trifluoromethoxyaniline according to the preparation of (E)-1-(2-pyridyl)-2-styryl-5-trifluoromethyl-1H-benzimidazole (Example 57). MW: 381.36; mp: 92.0-93.0° C.; 1H-NMR (CDCl3) δ: 8.81-8.77 (1H, m), 8.02 (1H, d, J=16.5 Hz), 8.05-7.98 (1H, m), 7.71-7.68 (1H, m), 7.54-7.45 (4H, m), 7.45 (1H, d, J=8.8 Hz), 7.42-7.30 (3H, m), 7.17-7.10 (1H, m), 7.10 (1H, d, J=16.1 Hz) Reactants: OC1=C2C=CN=CC2=C(C=C1)N (5-hydroxy-8-amino-isoquinoline), C(Cl)Cl (methylene chloride), [Cr](=O)(=O)([O-])O[Cr](=O)(=O)[O-].[K+].[K+] (potassium dichromate), [Cr](=O)(=O)([O-])O[Cr](=O)(=O)[O-].[K+].[K+] (potassium dichromate), [Cr](=O)(=O)([O-])O[Cr](=O)(=O)[O-] (dichromate), [Cr](=O)(=O)([O-])O[Cr](=O)(=O)[O-].[K+].[K+] (potassium dichromate). Run in O (water), S(O)(O)(=O)=O (sulfuric acid), S(O)(O)(=O)=O (sulfuric acid), S(O)(O)(=O)=O (sulfuric acid), O (water). Yields the product C1=NC=CC=2C(C=CC(C12)=O)=O (isoquinoline-5,8-quinone). As a reaction SMILES: [OH:1][C:2]1[CH:11]=[CH:10][C:9](N)=[C:8]2[C:3]=1[CH:4]=[CH:5][N:6]=[CH:7]2.[Cr](O[Cr]([O-])(=O)=O)([O-])(=O)=[O:14].[K+].[K+].[Cr](O[Cr]([O-])(=O)=O)([O-])(=O)=O.C(Cl)Cl>O.S(=O)(=O)(O)O>[CH:7]1[C:8]2[C:9](=[O:14])[CH:10]=[CH:11][C:2](=[O:1])[C:3]=2[CH:4]=[CH:5][N:6]=1 |f:1.2.3|. Procedure: Nineteen grams of 5-hydroxy-8-amino-isoquinoline were dissolved in 450 ml of water and 10 ml of concentrated sulfuric acid. The solution was cooled in an ice bath and then 50 ml of a potassium dichromate solution were added. (The dichromate solution was made by dissolving 50 g of potassium dichromate in 500 ml of water.) Forty ml of concentrated sulfuric acid were added, followed by 190 ml of the potassium dichromate solution, then 20 ml of concentrated sulfuric acid, and finally 400 ml of methy... The reactants are C(C)(=O)OCC (ethyl acetate), FC=1C=C(N)C=C(C1N1CCOCC1)F (3,5-difluoro-4-morpholinyl-aniline), C([O-])(O)=O.[Na+] (sodium bicarbonate), ClC(=O)OCC1=CC=CC=C1 (benzyl chloroformate). Run in [Cl-].[Na+].O (brine), CC(=O)C.O (acetone water). Reaction conditions: time 5.5 hour. The product is C(=O)(OCC1=CC=CC=C1)NC1=CC(=C(C(=C1)F)N1CCOCC1)F (N-carbobenzyloxy-3.5-difluoro-4-morpholinyl aniline). Reaction SMILES: [F:1][C:2]1[CH:3]=[C:4]([CH:6]=[C:7]([F:15])[C:8]=1[N:9]1[CH2:14][CH2:13][O:12][CH2:11][CH2:10]1)[NH2:5].C(=O)(O)[O-].[Na+].Cl[C:22]([O:24][CH2:25][C:26]1[CH:31]=[CH:30][CH:29]=[CH:28][CH:27]=1)=[O:23].C(OCC)(=O)C>CC(C)=O.O.[Cl-].[Na+].O>[C:22]([NH:5][C:4]1[CH:3]=[C:2]([F:1])[C:8]([N:9]2[CH2:14][CH2:13][O:12][CH2:11][CH2:10]2)=[C:7]([F:15])[CH:6]=1)([O:24][CH2:25][C:26]1[CH:31]=[CH:30][CH:29]=[CH:28][CH:27]=1)=[O:23] |f:1.2,5.6,7.8.9|. Procedure details: To a solution of 0.518 g of 3,5-difluoro-4-morpholinyl-aniline and 0.432 g of sodium bicarbonate in 20 mL of acetone:water (2:1 v/v) at 0° C. was added 0.36 mL of benzyl chloroformate over 2 minutes. After 5.5 hours, the mixture was allowed to warm to ambient temperature and after an additional 2.6 hours, the mixture was added to 25 mL of ethyl acetate and 20 mL of brine. The aqueous layer was extracted with 3×25 ml of ethyl acetate and the combined organic layers were dried (MgSO4), and concent... The product is CC(C)C1NS(=O)(=O)N(CCl)C1=O. As a reaction SMILES: [CH2:25]([Cl:26])[Cl:27].[S:20]([Cl:21])(=[O:22])([Cl:23])=[O:24].[c:1]1([S:2][CH2:8][N:9]2[S:10](=[O:18])(=[O:19])[NH:11][CH:12]([CH:15]([CH3:16])[CH3:17])[C:13]2=[O:14])[cH:3][cH:4][cH:5][cH:6][cH:7]1>>[CH2:8]([N:9]1[S:10](=[O:18])(=[O:19])[NH:11][CH:12]([CH:15]([CH3:16])[CH3:17])[C:13]1=[O:14])[Cl:23]. The reactants are ClCCl, O=S(=O)(Cl)Cl, CC(C)C1NS(=O)(=O)N(CSc2ccccc2)C1=O.